Dataset: the Open Reaction Database (ORD), a public repository of structured organic reaction records. Task: describe an organic reaction: reactants, conditions, products, and yield The reactants are C1C=CC2C1C3CC2C=C3 (dicyclopentadiene), C1C=CC2C1C3CC2C=C3 (dicyclopentadiene), C(CCCCC)(=O)OC=C (Vinyl hexanoate). Reaction conditions: temperature 160 celsius, time 30 hour. Yields the product C(CCCCC)(=O)OC12C=CC(CC1)C2 (norbornenyl hexanoate). Yield: 25.0%. RXN SMILES: C1[CH:5]2[CH:6]3[CH:10]=[CH:9][CH:8]([CH:4]2C=C1)[CH2:7]3.[C:11]([O:18]C=C)(=[O:17])[CH2:12][CH2:13][CH2:14][CH2:15][CH3:16]>>[C:11]([O:18][C:6]12[CH2:7][CH:8]([CH2:4][CH2:5]1)[CH:9]=[CH:10]2)(=[O:17])[CH2:12][CH2:13][CH2:14][CH2:15][CH3:16]. Procedure details: Vinyl hexanoate (100 ml) and dicyclopentadiene (15 ml) were brought to reflux under nitrogen (160° C.). Over a period of 24-36 h, a further 9 additions (each 15 ml) of dicyclopentadiene were made, and heating under reflux continued. During this time, the temperature of the boiling liquid increased until after the last addition it was about 205° C. Excess starting materials were then allowed to distil off. After cooling of the mixture to 50° C., methanol (200 ml) was added and the precipitate all...